Dataset: the Open Reaction Database (ORD), a public repository of structured organic reaction records. Task: describe an organic reaction: reactants, conditions, products, and yield The reactants are C1CCNC1, ClCCl, Cl, N#C[Na], O=Cc1cccc(Oc2ccccc2)c1, O. Yields the product N#CC(c1cccc(Oc2ccccc2)c1)N1CCCC1. Reaction SMILES: [CH2:1]1[CH2:2][CH2:3][NH:4][CH2:5]1.[Cl:26][CH2:27][Cl:28].[ClH:6].[Na:22][C:23]#[N:24].[O:7]([c:8]1[cH:9][cH:10][cH:11][cH:12][cH:13]1)[c:14]1[cH:15][c:16]([CH:17]=[O:18])[cH:19][cH:20][cH:21]1.[OH2:25]>>[CH2:1]1[CH2:2][CH2:3][N:4]([CH:17]([c:16]2[cH:15][c:14]([O:7][c:8]3[cH:9][cH:10][cH:11][cH:12][cH:13]3)[cH:21][cH:20][cH:19]2)[C:23]#[N:24])[CH2:5]1.